From a dataset of the Open Reaction Database (ORD), a public repository of structured organic reaction records. describe an organic reaction: reactants, conditions, products, and yield The reactants are S1C2=C(C=C1C(=O)NC(P(OCC)(OCC)=O)P(OCC)(OCC)=O)C=CC=C2 (tetraethyl [(2-benzo[b]thiophenecarboxamido)methylene]bis(phosphonate)), I[Si](C)(C)C (iodotrimethylsilane). Solvent: C(Cl)Cl (methylene chloride). Run at temperature 5 celsius, time 1 hour. The product is bis(tert-butylamine)-salt, S1C2=C(C=C1C(=O)NC(P(O)(O)=O)P(O)(O)=O)C=CC=C2 ([(2-benzo[b]thiophenecarboxamido)methylene]bis(phosphonic acid)). Isolated yield 78.9%. Reaction SMILES: [S:1]1[C:5]([C:6]([NH:8][CH:9]([P:18](=[O:25])([O:22]CC)[O:19]CC)[P:10](=[O:17])([O:14]CC)[O:11]CC)=[O:7])=[CH:4][C:3]2[CH:26]=[CH:27][CH:28]=[CH:29][C:2]1=2.I[Si](C)(C)C>C(Cl)Cl>[S:1]1[C:5]([C:6]([NH:8][CH:9]([P:18](=[O:19])([OH:22])[OH:25])[P:10](=[O:11])([OH:17])[OH:14])=[O:7])=[CH:4][C:3]2[CH:26]=[CH:27][CH:28]=[CH:29][C:2]1=2. Procedure: To a solution of tetraethyl [(2-benzo[b]thiophenecarboxamido)methylene]bis(phosphonate) (463 mg) in methylene chloride (2 ml) was added iodotrimethylsilane (1 ml) in one portion at 5° C. The mixture was stirred for one hour at 5° C., allowed to stand for 2 days in a refrigerator and then additionally stirred for one hour at ambient temperature. The mixture was extracted with water. The aqueous layer was washed with methylene chloride and diethyl ether and then evaporated under reduced pressure. ... The reactants are C(C)(=O)O[C@@H]1OCC[C@@H]1NC([C@@H](NC(NC1=CC=CC2=CC=CC=C12)=O)CC(C)C)=O ((2S,3S)-2-Acetoxy-3-[[N-(1-naphthylcarbamoyl)-(L)-leucyl]amino]tetrahydrofuran), C([O-])([O-])=O.[K+].[K+] (potassium carbonate). The solvent is O (water), O (water), CO (methanol). Conditions: time 1 hour. Yields the product OC1OCCC1NC([C@@H](NC(NC1=CC=CC2=CC=CC=C12)=O)CC(C)C)=O (2-hydroxy-3-[[N-(1-naphthylcarbamoyl)-(L)-leucyl]amino]tetrahydrofuran). The yield is 74.6%. Reaction SMILES: C([O:4][C@H:5]1[C@@H:9]([NH:10][C:11](=[O:31])[C@H:12]([CH2:27][CH:28]([CH3:30])[CH3:29])[NH:13][C:14](=[O:26])[NH:15][C:16]2[C:25]3[C:20](=[CH:21][CH:22]=[CH:23][CH:24]=3)[CH:19]=[CH:18][CH:17]=2)[CH2:8][CH2:7][O:6]1)(=O)C.C(=O)([O-])[O-].[K+].[K+]>CO.O>[OH:4][CH:5]1[CH:9]([NH:10][C:11](=[O:31])[C@H:12]([CH2:27][CH:28]([CH3:29])[CH3:30])[NH:13][C:14](=[O:26])[NH:15][C:16]2[C:25]3[C:20](=[CH:21][CH:22]=[CH:23][CH:24]=3)[CH:19]=[CH:18][CH:17]=2)[CH2:8][CH2:7][O:6]1 |f:1.2.3|. Procedure details: (2S,3S)-2-Acetoxy-3-[[N-(1-naphthylcarbamoyl)-(L)-leucyl]amino]tetrahydrofuran (2.9 g) was suspended in methanol (50 ml) followed by addition of a solution of potassium carbonate (0.94 g) in water (5 ml) under ice-cooling and the mixture was stirred at room temperature for 1 hour. The reaction mixture was then poured into water and extracted with ethyl acetate. The ethyl acetate layer was washed with water and dried (MgSO4) and the solvent was distilled off to give 2-hydroxy-3-[[N-(1-naphthylcar... Starting materials: CCCC[N+](CCCC)(CCCC)CCCC, COC(=O)COc1ccc(F)c(Cc2cn([Si](C(C)C)(C(C)C)C(C)C)c3ncc(-c4cccnc4)cc23)c1F, [F-], C1CCOC1. Reaction SMILES: [CH2:42]([N+:43]([CH2:44][CH2:45][CH2:46][CH3:47])([CH2:48][CH2:49][CH2:50][CH3:51])[CH2:52][CH2:53][CH2:54][CH3:55])[CH2:56][CH2:57][CH3:58].[CH3:1][O:2][C:3]([CH2:4][O:5][c:6]1[c:7]([F:39])[c:8]([CH2:13][c:14]2[cH:15][n:16]([Si:29]([CH:30]([CH3:31])[CH3:32])([CH:33]([CH3:34])[CH3:35])[CH:36]([CH3:37])[CH3:38])[c:17]3[n:18][cH:19][c:20](-[c:23]4[cH:24][n:25][cH:26][cH:27][cH:28]4)[cH:21][c:22]23)[c:9]([F:12])[cH:10][cH:11]1)=[O:40].[F-:41].[O:59]1[CH2:60][CH2:61][CH2:62][CH2:63]1>>[CH3:1][O:2][C:3]([CH2:4][O:5][c:6]1[c:7]([F:39])[c:8]([CH2:13][c:14]2[cH:15][nH:16][c:17]3[n:18][cH:19][c:20](-[c:23]4[cH:24][n:25][cH:26][cH:27][cH:28]4)[cH:21][c:22]23)[c:9]([F:12])[cH:10][cH:11]1)=[O:40]. Yields the product COC(=O)COc1ccc(F)c(Cc2c[nH]c3ncc(-c4cccnc4)cc23)c1F. Reactants: CC1=C(C=2C=CN(C2C(=C1)C)S(=O)(=O)C1=CC=C(C)C=C1)C=O (5,7-Dimethyl-1-tosyl-1H-indole-4-carbaldehyde), C(Br)(Br)(Br)Br (CBr4), C1=CC=C(C=C1)P(C2=CC=CC=C2)C3=CC=CC=C3 (PPh3). The solvent is C(Cl)Cl (CH2Cl2). Run at time 1 hour. Product: BrC(=CC1=C2C=CN(C2=C(C=C1C)C)S(=O)(=O)C1=CC=C(C)C=C1)Br (4-(2,2-Dibromovinyl)-5,7-dimethyl-1-tosyl-1H-indole). RXN SMILES: [CH3:1][C:2]1[CH:10]=[C:9]([CH3:11])[C:8]2[N:7]([S:12]([C:15]3[CH:21]=[CH:20][C:18]([CH3:19])=[CH:17][CH:16]=3)(=[O:14])=[O:13])[CH:6]=[CH:5][C:4]=2[C:3]=1[CH:22]=O.[C:24](Br)(Br)([Br:26])[Br:25].C1C=CC(P(C2C=CC=CC=2)C2C=CC=CC=2)=CC=1>C(Cl)Cl>[Br:25][C:24]([Br:26])=[CH:22][C:3]1[C:2]([CH3:1])=[CH:10][C:9]([CH3:11])=[C:8]2[C:4]=1[CH:5]=[CH:6][N:7]2[S:12]([C:15]1[CH:21]=[CH:20][C:18]([CH3:19])=[CH:17][CH:16]=1)(=[O:14])=[O:13]. Procedure details: To a solution of 5,7-dimethyl-1-tosyl-1H-indole-4-carbaldehyde (Example 46-D) (1.5 g, 4.58 mmol) and CBr4 (3.04 g, 9.16 mmol) in CH2Cl2 (50 mL) was added PPh3 (3.61 g, 13.74 mmol) at 0° C., and then the mixture was stirred at room temperature for 1 hr. The reaction mixture was directly purified by silica gel flash chromatography (heptanes/EtOAc=1/0 to 1/1) to give the title compound. MS (ESI+) m/z 483.9, 485.9, 481.9, 487.1 (M+H). Reactants: CC1(C)C(=O)N(c2ccc(F)c(C(F)(F)F)c2)C(=O)N1Cc1ccccc1Br, Nc1ccccc1. Product: CC1(C)C(=O)N(c2ccc(F)c(C(F)(F)F)c2)C(=O)N1Cc1ccccc1Nc1ccccc1. As a reaction SMILES: [Br:1][c:2]1[c:3]([CH2:4][N:5]2[C:6](=[O:24])[N:7]([c:13]3[cH:14][c:15]([C:20]([F:21])([F:22])[F:23])[c:16]([F:19])[cH:17][cH:18]3)[C:8](=[O:12])[C:9]2([CH3:10])[CH3:11])[cH:25][cH:26][cH:27][cH:28]1.[NH2:29][c:30]1[cH:31][cH:32][cH:33][cH:34][cH:35]1>>[c:2]1([NH:29][c:30]2[cH:31][cH:32][cH:33][cH:34][cH:35]2)[c:3]([CH2:4][N:5]2[C:6](=[O:24])[N:7]([c:13]3[cH:14][c:15]([C:20]([F:21])([F:22])[F:23])[c:16]([F:19])[cH:17][cH:18]3)[C:8](=[O:12])[C:9]2([CH3:10])[CH3:11])[cH:25][cH:26][cH:27][cH:28]1. The reactants are crude product, CCCCCCC.CCOC(=O)C (Heptane EtOAc), IC1=C(C=CC=C1)O (2-iodophenol), C([O-])([O-])=O.[K+].[K+] (potassium carbonate), C(C1=CC=CC=C1)Br (benzylbromide). The solvent is CC(=O)C (acetone). Reaction conditions: time 15 minute. Product: C(C1=CC=CC=C1)OC1=C(C=CC=C1)I (1-Benzyloxy-2-iodo-benzene). Yield: 82.3%. Reaction SMILES: [I:1][C:2]1[CH:7]=[CH:6][CH:5]=[CH:4][C:3]=1[OH:8].C(=O)([O-])[O-].[K+].[K+].[CH2:15](Br)[C:16]1[CH:21]=[CH:20][CH:19]=[CH:18][CH:17]=1.CCCCCCC.CCOC(C)=O>CC(C)=O>[CH2:15]([O:8][C:3]1[CH:4]=[CH:5][CH:6]=[CH:7][C:2]=1[I:1])[C:16]1[CH:21]=[CH:20][CH:19]=[CH:18][CH:17]=1 |f:1.2.3,5.6|. Procedure details: In a 25 mI ovendried flask 2-iodophenol (1.03 g, 4.7 mmol) and potassium carbonate (0.71 g, 5.2 mmol) were dissolved in dry acetone (10 mL). The mixture was stirred for 15 min followed by addition of benzylbromide (0.61 mL, 5.2 mmol) and left over-night at rt. Addition of H20 (50 mL) followed by extraction with ethyl acetate (3×50 mL) and the combined organic phases were dried (MgSO4) and evaporated to dryness, to produce 1.7 g of crude 25. The crude product was subjected to CC [eluent:Heptane: ... The reactants are [Al+3], Cc1c(Cl)ccc2[nH]c(C(=O)O)cc12, [H-], [H-], [H-], [H-], [Li+], C1CCOC1, O. The product is Cc1c(Cl)ccc2[nH]c(CO)cc12. Reaction SMILES: [Al+3:7].[Cl:12][c:13]1[c:14]([CH3:25])[c:15]2[cH:16][c:17]([C:22](=[O:23])[OH:24])[nH:18][c:19]2[cH:20][cH:21]1.[H-:10].[H-:11].[H-:6].[H-:9].[Li+:8].[O:1]1[CH2:2][CH2:3][CH2:4][CH2:5]1.[OH2:26]>>[Cl:12][c:13]1[c:14]([CH3:25])[c:15]2[cH:16][c:17]([CH2:22][OH:23])[nH:18][c:19]2[cH:20][cH:21]1. Run in O (water). As a reaction SMILES: [H-].[Na+].CN(C)C=O.[F:8][C:9]([F:19])([F:18])[O:10][C:11]1[CH:16]=[CH:15][C:14]([OH:17])=[CH:13][CH:12]=1.[C:20]([O:24][C:25]([N:27]1[CH2:32][CH2:31][CH:30]([CH2:33][CH2:34]OS(C2C=CC(C)=CC=2)(=O)=O)[CH2:29][CH2:28]1)=[O:26])([CH3:23])([CH3:22])[CH3:21]>O>[C:20]([O:24][C:25]([N:27]1[CH2:32][CH2:31][CH:30]([CH2:33][CH2:34][O:17][C:14]2[CH:13]=[CH:12][C:11]([O:10][C:9]([F:18])([F:19])[F:8])=[CH:16][CH:15]=2)[CH2:29][CH2:28]1)=[O:26])([CH3:23])([CH3:22])[CH3:21] |f:0.1|. Yields the product C(C)(C)(C)OC(=O)N1CCC(CC1)CCOC1=CC=C(C=C1)OC(F)(F)F (4-[2-(4-trifluoromethoxyphenoxy)ethyl]piperidine-1-carboxylic acid tert-butyl ester). The yield is 103.7%. Reaction conditions: time 30 minute. The reactants are [H-].[Na+] (Sodium hydride), CN(C=O)C (N,N-dimethylformamide), FC(OC1=CC=C(C=C1)O)(F)F (4-trifluoromethoxyphenol), C(C)(C)(C)OC(=O)N1CCC(CC1)CCOS(=O)(=O)C1=CC=C(C=C1)C (4-[2-(toluene-4-sulfonyloxy)ethyl]piperidine-1-carboxylic acid tert-butyl ester). Procedure: Sodium hydride (60% in oil, 2.12 g) wad added to an N,N-dimethylformamide solution (100 ml) of 4-trifluoromethoxyphenol (9.0 g) under ice cooling and stirred for 30 minutes. After adding 4-[2-(toluene-4-sulfonyloxy)ethyl]piperidine-1-carboxylic acid tert-butyl ester (17.7 g), the mixture was heated to room temperature and stirred. The mixture was further stirred at 50° C. for 1 hour. After cooling the reaction mixture to room temperature, water was added thereto, followed by extraction with ethy...